The task is: describe an organic reaction: reactants, conditions, products, and yield. This data is from the Open Reaction Database (ORD), a public repository of structured organic reaction records. The reactants are COC(C=1C(C(=O)OC)=C(C=CC1)OCC1=CC(=CC=C1)C)=O (3-(3-methyl-benzyloxy)-phthalic acid dimethyl ester), alcohol. Solvent: [OH-].[Na+] (sodium hydroxide). Yields the product CC=1C=C(COC2=C(C(C(=O)O)=CC=C2)C(=O)O)C=CC1 (3-(3-methyl-benzyloxy)-phthalic acid). RXN SMILES: C[O:2][C:3](=[O:23])[C:4]1[C:5](=[C:10]([O:14][CH2:15][C:16]2[CH:21]=[CH:20][CH:19]=[C:18]([CH3:22])[CH:17]=2)[CH:11]=[CH:12][CH:13]=1)[C:6]([O:8]C)=[O:7]>[OH-].[Na+]>[CH3:22][C:18]1[CH:17]=[C:16]([CH:21]=[CH:20][CH:19]=1)[CH2:15][O:14][C:10]1[CH:11]=[CH:12][CH:13]=[C:4]([C:3]([OH:23])=[O:2])[C:5]=1[C:6]([OH:8])=[O:7] |f:1.2|. Procedure: A solution of 3-(3-methyl-benzyloxy)-phthalic acid dimethyl ester (2.0 g crude, 6.4 mmol) in reagent alcohol (100 mL) and 3 N sodium hydroxide (60 mL) was refluxed for two hours. The solution was evaporated and the residue was dissolved in water (100 mL) and washed with methylene chloride (3×100 mL) then acidified to pH around 4. The resulting mixture was extracted with ethyl acetate (2×100 mL) and the combined organic layers was washed with water (2×100 mL), dried and concentrated to give 3-(3-... Starting materials: O=C(OCc1ccccc1)N1Cc2ccc([N+](=O)[O-])cc2C1, [Na+], O=C([O-])O, CN(C)C=O. Yields the product Nc1ccc2c(c1)CN(C(=O)OCc1ccccc1)C2. Reaction SMILES: [N+:1]([O-:2])(=[O:3])[c:4]1[cH:5][c:6]2[c:10]([cH:11][cH:12]1)[CH2:9][N:8]([C:13](=[O:14])[O:15][CH2:16][c:17]1[cH:18][cH:19][cH:20][cH:21][cH:22]1)[CH2:7]2.[Na+:27].[O-:23][C:24]([OH:25])=[O:26].[O:28]=[CH:29][N:30]([CH3:31])[CH3:32]>>[NH2:1][c:4]1[cH:5][c:6]2[c:10]([cH:11][cH:12]1)[CH2:9][N:8]([C:13](=[O:14])[O:15][CH2:16][c:17]1[cH:18][cH:19][cH:20][cH:21][cH:22]1)[CH2:7]2.